Dataset: the Open Reaction Database (ORD), a public repository of structured organic reaction records. Task: describe an organic reaction: reactants, conditions, products, and yield Reaction SMILES: [CH3:1][NH:2][C@@H:3]1[C:8]2[CH:9]=[CH:10][CH:11]=[CH:12][C:7]=2[C@H:6]([C:13]2[CH:14]=[CH:15][C:16]([Cl:20])=[C:17]([Cl:19])[CH:18]=2)[CH2:5][CH2:4]1.[C:21]([O-:31])(=[O:30])[CH:22]([C:24]1C=CC=CC=1)[OH:23].[OH-].[Na+]>O.C(OCC)(=O)C>[CH3:1][NH:2][C@@H:3]1[C:8]2[CH:9]=[CH:10][CH:11]=[CH:12][C:7]=2[C@H:6]([C:13]2[CH:14]=[CH:15][C:16]([Cl:20])=[C:17]([Cl:19])[CH:18]=2)[CH2:5][CH2:4]1.[C:21]([O-:31])(=[O:30])[C@H:22]([CH3:24])[OH:23] |f:0.1,2.3,6.7|. Procedure: Sertraline mandelate (750 grams) was slurried in a mixture of water (3.9 L) and ethyl acetate (3.9 L). The slurry was cooled to 15° C. NaOH (25% aqueous, 250 mL) was added, resulting in a solution with pH 9.6. The free base of sertraline was partitioned into the ethyl acetate layer which was separated. The aqueous layer was extracted with an additional 3.4 liters of ethyl acetate. The combined ethyl acetate layers were washed with 3.9 liters of water. The ethyl acetate layer containing sertralin... Reactants: CN[C@H]1CC[C@H](C2=C1C=CC=C2)C=3C=CC(=C(C3)Cl)Cl.C(C(O)C1=CC=CC=C1)(=O)[O-] (Sertraline mandelate), [OH-].[Na+] (NaOH). The solvent is O (water), C(C)(=O)OCC (ethyl acetate). The product is CN[C@H]1CC[C@H](C2=C1C=CC=C2)C=3C=CC(=C(C3)Cl)Cl.C([C@@H](O)C)(=O)[O-] (Sertraline L-lactate). Run at temperature 15 celsius, time 20 hour. Reactants: O=C(NCc1ccccc1)NCC(C(=O)O)C(F)(F)F, C(=NC1CCCCC1)=NC1CCCCC1, CN(C)C=O. Product: O=C1NCC(C(F)(F)F)C(=O)N1Cc1ccccc1. Reaction SMILES: [CH2:16]([c:17]1[cH:18][cH:19][cH:20][cH:21][cH:22]1)[NH:23][C:24](=[O:25])[NH:26][CH2:27][CH:28]([C:29]([F:30])([F:31])[F:32])[C:33](=[O:34])[OH:35].[CH:1]1([N:2]=[C:3]=[N:4][CH:5]2[CH2:6][CH2:7][CH2:8][CH2:9][CH2:10]2)[CH2:11][CH2:12][CH2:13][CH2:14][CH2:15]1.[O:36]=[CH:37][N:38]([CH3:39])[CH3:40]>>[CH2:16]([c:17]1[cH:18][cH:19][cH:20][cH:21][cH:22]1)[N:23]1[C:24](=[O:25])[NH:26][CH2:27][CH:28]([C:29]([F:30])([F:31])[F:32])[C:33]1=[O:35]. The reactants are O=C=Nc1ccccc1, OC1CNCc2sccc21, c1ccccc1. The product is O=C(Nc1ccccc1)N1Cc2sccc2C(O)C1. As a reaction SMILES: [O:11]=[C:12]=[N:13][c:14]1[cH:15][cH:16][cH:17][cH:18][cH:19]1.[OH:1][CH:2]1[c:3]2[c:4]([s:8][cH:9][cH:10]2)[CH2:5][NH:6][CH2:7]1.[cH:20]1[cH:21][cH:22][cH:23][cH:24][cH:25]1>>[OH:1][CH:2]1[c:3]2[c:4]([s:8][cH:9][cH:10]2)[CH2:5][N:6]([C:12](=[O:11])[NH:13][c:14]2[cH:15][cH:16][cH:17][cH:18][cH:19]2)[CH2:7]1. Reactants: [Br-], [Li]C(C)(C)C, C1CCOC1, COc1cc2cc(C=O)ccc2c(OC)c1OC, CCCCCC, C[P+](c1ccccc1)(c1ccccc1)c1ccccc1. Product: C=Cc1ccc2c(OC)c(OC)c(OC)cc2c1. Reaction SMILES: [Br-:30].[C:7]([Li:8])([CH3:9])([CH3:10])[CH3:11].[CH2:51]1[O:52][CH2:53][CH2:54][CH2:55]1.[CH3:12][O:13][c:14]1[c:15]2[cH:16][cH:17][c:18]([CH:28]=[O:29])[cH:19][c:20]2[cH:21][c:22]([O:26][CH3:27])[c:23]1[O:24][CH3:25].[CH3:1][CH2:2][CH2:3][CH2:4][CH2:5][CH3:6].[CH3:31][P+:32]([c:33]1[cH:34][cH:35][cH:36][cH:37][cH:38]1)([c:39]1[cH:40][cH:41][cH:42][cH:43][cH:44]1)[c:45]1[cH:46][cH:47][cH:48][cH:49][cH:50]1>>[CH2:1]=[CH:28][c:18]1[cH:17][cH:16][c:15]2[c:14]([O:13][CH3:12])[c:23]([O:24][CH3:25])[c:22]([O:26][CH3:27])[cH:21][c:20]2[cH:19]1. Reactants: NC1=C(C=CC=C1)S (2-aminothiophenol), ClC1=CC=C(C=C1)C1CC(=O)OC(C1)=O (3-(4-chlorophenyl)glutaric anhydride). Yields the product S1C(=NC2=C1C=CC=C2)CC(CC(=O)O)C2=CC=C(C=C2)Cl (4-(2-benzothiazolyl)-3-(4-chlorophenyl)-butanoic acid). RXN SMILES: [NH2:1][C:2]1[CH:7]=[CH:6][CH:5]=[CH:4][C:3]=1[SH:8].[Cl:9][C:10]1[CH:15]=[CH:14][C:13]([CH:16]2[CH2:22][C:21](=O)[O:20][C:18](=[O:19])[CH2:17]2)=[CH:12][CH:11]=1>>[S:8]1[C:3]2[CH:4]=[CH:5][CH:6]=[CH:7][C:2]=2[N:1]=[C:21]1[CH2:22][CH:16]([C:13]1[CH:12]=[CH:11][C:10]([Cl:9])=[CH:15][CH:14]=1)[CH2:17][C:18]([OH:20])=[O:19]. Procedure: By a procedure similar to that of example 1.55, starting from 2-aminothiophenol and 3-(4-chlorophenyl)glutaric anhydride, 4-(2-benzothiazolyl)-3-(4-chlorophenyl)-butanoic acid was obtained as colourless solid.